Dataset: the Open Reaction Database (ORD), a public repository of structured organic reaction records. Task: describe an organic reaction: reactants, conditions, products, and yield Yields the product FC(C1=CC=C(CON=C(C)C2=CN=C(O2)N(CC(=O)O)CC(=O)O)C=C1)(F)F (2,2′-((5-(1-(((4-(trifluoromethyl)benzyl)oxy)imino)ethyl)oxazol-2-yl)azanediyl)diacetic acid). Isolated yield 97.1%. Procedure details: To a solution of the product of step 3 (295 mg, 0.62 mmoles) in a mixture of THF (6 ml), methanol (2 ml) and water (2 ml), lithium hydroxide (105 mg, 1.25 mmoles) was added and the reaction mixture was stirred at ambient temperature for 4 hours. The solvents were evaporated under reduced pressure. The residue was dissolved in water and acidified with 1N HCl. White solid seperated was filtered and washed with water & dried over P2O5 under vacuum to give 250 mg (82%) of title product as off white ... The solvent is C1CCOC1 (THF). Conditions: time 4 hour. Reactants: FC(C1=CC=C(CON=C(C)C2=CN=C(O2)N(CC(=O)OCC)CC(=O)OCC)C=C1)(F)F (Diethyl 2,2′-((5-(1-(((4-(trifluoromethyl)benzyl)oxy)imino)ethyl)oxazol-2-yl)azanediyl)diacetate), CO (methanol), O (water), [OH-].[Li+] (lithium hydroxide). RXN SMILES: [F:1][C:2]([F:33])([F:32])[C:3]1[CH:31]=[CH:30][C:6]([CH2:7][O:8][N:9]=[C:10]([C:12]2[O:16][C:15]([N:17]([CH2:24][C:25]([O:27]CC)=[O:26])[CH2:18][C:19]([O:21]CC)=[O:20])=[N:14][CH:13]=2)[CH3:11])=[CH:5][CH:4]=1.CO.O.[OH-].[Li+]>C1COCC1>[F:33][C:2]([F:1])([F:32])[C:3]1[CH:4]=[CH:5][C:6]([CH2:7][O:8][N:9]=[C:10]([C:12]2[O:16][C:15]([N:17]([CH2:24][C:25]([OH:27])=[O:26])[CH2:18][C:19]([OH:21])=[O:20])=[N:14][CH:13]=2)[CH3:11])=[CH:30][CH:31]=1 |f:3.4|. Starting materials: [H][H] (hydrogen), [OH-].[Na+] (sodium hydroxide), C(C1=CC=CC=C1)OC(=O)N1[C@@H](C[C@H](C1)OS(=O)(=O)C)COCCF ((2S,4R)-1-benzyloxycarbonyl-2-(2-fluoroethyloxymethyl)-4-methanesulfonyloxypyrrolidine), Cl (hydrochloric acid), ClC(=O)OCC=C (allyl chloroformate). Reagents/catalysts: [Pd] (palladium on carbon). Solvent: O (water), O1CCCC1 (tetrahydrofuran), CO (methanol), O1CCCC1 (tetrahydrofuran). The product is C(C=C)OC(=O)N1[C@@H](C[C@H](C1)OS(=O)(=O)C)COCCF ((2S,4R)-1-allyloxycarbonyl-2-(2-fluoroethyloxymethyl)-4-methanesulfonyloxypyrrolidine). Isolated yield 89.6%. RXN SMILES: [CH2:1]([O:8][C:9]([N:11]1[CH2:15][C@H:14]([O:16][S:17]([CH3:20])(=[O:19])=[O:18])[CH2:13][C@H:12]1[CH2:21][O:22][CH2:23][CH2:24][F:25])=[O:10])[C:2]1C=CC=C[CH:3]=1.Cl.[H][H].ClC(OCC=C)=O.[OH-].[Na+]>[Pd].O.O1CCCC1.CO>[CH2:1]([O:8][C:9]([N:11]1[CH2:15][C@H:14]([O:16][S:17]([CH3:20])(=[O:19])=[O:18])[CH2:13][C@H:12]1[CH2:21][O:22][CH2:23][CH2:24][F:25])=[O:10])[CH:2]=[CH2:3] |f:4.5|. Reported procedure: A solution of (2S,4R)-1-benzyloxycarbonyl-2-(2-fluoroethyloxymethyl)-4-methanesulfonyloxypyrrolidine (8.37 g) in a mixture of concentrated hydrochloric acid (4.3 ml) and methanol (86 ml) was hydrogenated under atmospheric pressure of hydrogen at ambient temperature for 3 hours in the presence of 10% palladium on carbon (0.86 g). The catalyst was filtered off and the filtrate was concentrated under reduced pressure to give a syrup. The syrup was dissolved in a mixture of water (50 ml) and tetrahy...